Dataset: the Open Reaction Database (ORD), a public repository of structured organic reaction records. Task: describe an organic reaction: reactants, conditions, products, and yield The reactants are IC1=C(C=CC=C1)C (2-iodotoluene), BrN1C(CCC1=O)=O (N-bromo succinimide), C(C1=CC=CC=C1)(=O)OOC(C1=CC=CC=C1)=O (benzoyl peroxide). The solvent is C(Cl)(Cl)(Cl)Cl (carbon tetrachloride). Product: BrCC1=C(C=CC=C1)I (alpha-bromo-2-iodo toluene). Reaction SMILES: [I:1][C:2]1[CH:7]=[CH:6][CH:5]=[CH:4][C:3]=1[CH3:8].[Br:9]N1C(=O)CCC1=O.C(OOC(=O)C1C=CC=CC=1)(=O)C1C=CC=CC=1>C(Cl)(Cl)(Cl)Cl>[Br:9][CH2:8][C:3]1[CH:4]=[CH:5][CH:6]=[CH:7][C:2]=1[I:1]. Procedure details: 22 g of 2-iodotoluene, 100 ml of carbon tetrachloride, 19.67 g of N-bromo succinimide and 1 g of benzoyl peroxide are mixed together and heated to reflux for 8 hours. After filtering, the insoluble part is rinsed with carbon tetrachloride and the filtrate is distilled off, firstly under atmospheric pressure, then under reduce pressure. The expected product is obtained, and used just as it is for the continuation of the synthesis. Reactants: O1COC2=C1C=CC(=C2)C2(CC2)C(=O)Cl (1-(benzo[d][1,3]dioxol-5-yl)cyclopropanecarbonyl chloride), C1=NC(=NC=2CCC3=C(C12)C=CO3)N (5,6-dihydrofuro[3,2-f]quinazolin-3-amine). The solvent is N1=CC=CC=C1 (pyridine). Procedure details: To 1-(benzo[d][1,3]dioxol-5-yl)cyclopropanecarbonyl chloride (45 mg, 0.2 mmol) in pyridine (2 mL) was added 5,6-dihydrofuro[3,2-f]quinazolin-3-amine (37 mg, 0.2 mmol) and the reaction mixture was stirred at 115° C. for 15 hours. The solvent was evaporated to dryness and the residue redissolved in DMF, filtered and purified by reverse-phase preparative liquid chromatography utilizing a gradient of 0-99% acetonitrile in water containing 0.05% trifluoracetic acid to yield the pure product. ESI-MS m... Yields the product O1COC2=C1C=CC(=C2)C2(CC2)C(=O)NC2=NC=1C3=C(CCC1C=N2)OC=C3 (1-(benzo[d][1,3]dioxol-5-yl)-N-(5,6-dihydrofuro[2,3-h]quinazolin-2-yl)cyclopropanecarboxamide). Conditions: temperature 115 celsius, time 15 hour. Reaction SMILES: [O:1]1[C:5]2[CH:6]=[CH:7][C:8]([C:10]3([C:13](Cl)=[O:14])[CH2:12][CH2:11]3)=[CH:9][C:4]=2[O:3][CH2:2]1.[CH:16]1[C:25]2[C:24]3[CH:26]=[CH:27][O:28][C:23]=3[CH2:22][CH2:21][C:20]=2[N:19]=[C:18]([NH2:29])[N:17]=1>N1C=CC=CC=1>[O:1]1[C:5]2[CH:6]=[CH:7][C:8]([C:10]3([C:13]([NH:29][C:18]4[N:17]=[CH:16][C:25]5[CH2:24][CH2:26][C:27]6[O:28][CH:23]=[CH:22][C:21]=6[C:20]=5[N:19]=4)=[O:14])[CH2:12][CH2:11]3)=[CH:9][C:4]=2[O:3][CH2:2]1. Reactants: [N+](=O)([O-])[O-].[Tl+] (thallium nitrate), C=C1CCCC2=CC=C(C=C12)OC (1-methylene-7-methoxy-1,2,3,4-tetrahydronaphthalene). Solvent: CO (methanol), CO (methanol), C(Cl)(Cl)Cl (chloroform). Run at time 1 minute. Product: COC1CC2C(=CC=CC(C2)=O)CC1 (3-methoxy-1,2,3,4-tetrahydro-5H-benzocyclohepten-6-one). Isolated yield 70.7%. RXN SMILES: [N+]([O-])([O-])=[O:2].[Tl+].[CH2:6]=[C:7]1[C:16]2[C:11](=[CH:12][CH:13]=[C:14]([O:17][CH3:18])[CH:15]=2)[CH2:10][CH2:9][CH2:8]1>CO.C(Cl)(Cl)Cl>[CH3:18][O:17][CH:14]1[CH2:13][CH2:12][C:11]2=[CH:10][CH:9]=[CH:8][C:6](=[O:2])[CH2:7][CH:16]2[CH2:15]1 |f:0.1|. Reported procedure: To a solution of thallium nitrate (2.4 g) in methanol (24 ml) was added 1-methylene-7-methoxy-1,2,3,4-tetrahydronaphthalene (1.0 g) in methanol (7 ml) in one portion. The mixture was stirred for 1 minute and diluted with chloroform (24 ml). The resulting precipitate was filtered off and the filtrate was washed with saturated aqueous sodium bicarbonate and brine, dried over anhydrous magnesium sulfate, and concentrated in vacuo. The residue was purified by column chromatography on silica gel (elu... The reactants are CC1=CC(=C2C(=N1)N(C(=N2)CC)CC2=CC=C(C=C2)[N+](=O)[O-])C (5,7-dimethyl-2-ethyl-3-(4-nitrophenylmethyl) -3H-imidazo[4,5-b]pyridine). The reagents and catalysts are [Pd] (palladium on carbon). Solvent: CO (methanol). Conditions: time 2 hour. Product: NC1=CC=C(C=C1)CN1C(=NC=2C1=NC(=CC2C)C)CC (3-(4-aminophenylmethyl)-5,7-dimethyl-2-ethyl-3H-imidazo [4,5-b]pyridine). Isolated yield 84.9%. RXN SMILES: [CH3:1][C:2]1[N:7]=[C:6]2[N:8]([CH2:13][C:14]3[CH:19]=[CH:18][C:17]([N+:20]([O-])=O)=[CH:16][CH:15]=3)[C:9]([CH2:11][CH3:12])=[N:10][C:5]2=[C:4]([CH3:23])[CH:3]=1>CO.[Pd]>[NH2:20][C:17]1[CH:18]=[CH:19][C:14]([CH2:13][N:8]2[C:6]3=[N:7][C:2]([CH3:1])=[CH:3][C:4]([CH3:23])=[C:5]3[N:10]=[C:9]2[CH2:11][CH3:12])=[CH:15][CH:16]=1. Reported procedure: To a solution of 6.81 g (21.0 mmol) of the product of Step A dissolved in 75 mL methanol in a high pressure reaction vessel was added 0.3 g 5% palladium on carbon. The resulting suspension was pressurized to 40 psi with H2 and shaken for 2 hours. The solution was filtered through a pad of celite and the filtrate concentrated to a gray-green oil which crystallized on standing. The crude material was flash chromatographed with 50% ethyl acetate/hexane and 3% methanol/ethyl acetate to yield 5.0 g (... The reactants are Cn1c2c(ccc1=O)C(=O)CCC2, Cc1ccccc1, NCCc1ccc(Cl)c(Cl)c1, Cc1ccc(S(=O)(=O)O)cc1. The product is Cn1c2c(ccc1=O)C(NCCc1ccc(Cl)c(Cl)c1)CCC2. As a reaction SMILES: [CH3:12][n:13]1[c:14](=[O:24])[cH:15][cH:16][c:17]2[c:22]1[CH2:21][CH2:20][CH2:19][C:18]2=[O:23].[CH3:36][c:37]1[cH:38][cH:39][cH:40][cH:41][cH:42]1.[Cl:1][c:2]1[cH:3][c:4]([CH2:9][CH2:10][NH2:11])[cH:5][cH:6][c:7]1[Cl:8].[c:25]1([CH3:26])[cH:27][cH:28][c:29]([S:30]([OH:31])(=[O:32])=[O:33])[cH:34][cH:35]1>>[Cl:1][c:2]1[cH:3][c:4]([CH2:9][CH2:10][NH:11][CH:18]2[c:17]3[cH:16][cH:15][c:14](=[O:24])[n:13]([CH3:12])[c:22]3[CH2:21][CH2:20][CH2:19]2)[cH:5][cH:6][c:7]1[Cl:8]. Run in CO (methanol). Yields the product Cl.NCCSCC1=CC(=C(O1)C(=O)NC)C1=CC=CC=C1 (5-[[2-(Amino)ethyl]thio]methyl-N-methyl-3-phenyl-2-furancarboxamide, hydrochloride). RXN SMILES: [CH3:1][NH2:2].O=C1C2C(=CC=CC=2)C(=O)[N:5]1[CH2:14][CH2:15][S:16][CH2:17][C:18]1[O:22][C:21]([C:23](OC)=[O:24])=[C:20]([C:27]2[CH:32]=[CH:31][CH:30]=[CH:29][CH:28]=2)[CH:19]=1.C[O-].[Na+].[ClH:36]>CO>[ClH:36].[NH2:5][CH2:14][CH2:15][S:16][CH2:17][C:18]1[O:22][C:21]([C:23]([NH:2][CH3:1])=[O:24])=[C:20]([C:27]2[CH:32]=[CH:31][CH:30]=[CH:29][CH:28]=2)[CH:19]=1 |f:2.3,6.7|. Procedure details: Gaseous methylamine was passed into a solution of 5-[[2-(1,3-dioxo-2H-isoindol-2-yl)ethyl]thio]methyl-3-phenyl-2-furancarboxylic acid, methyl ester (4 g) and sodium methoxide (0.01 g) in dry methanol (50 ml). After 4 hours 2 M hydrochloric acid (100 ml) was added and the solution was extracted with diethyl ether (200 ml). The aqueous fraction was basified with 5 M sodium hydroxide (40 ml) and extracted with chloroform (200 ml). The chloroform extract was mixed with 2 M hydrochloric acid (100 ml)... Reactants: CN (methylamine), Cl (hydrochloric acid), O=C1N(C(C2=CC=CC=C12)=O)CCSCC1=CC(=C(O1)C(=O)OC)C1=CC=CC=C1 (5-[[2-(1,3-dioxo-2H-isoindol-2-yl)ethyl]thio]methyl-3-phenyl-2-furancarboxylic acid, methyl ester), C[O-].[Na+] (sodium methoxide). Reactants: Cc1cc(Br)c(C(=O)O)cc1Br, CO, O=S(=O)(O)O. The product is COC(=O)c1cc(Br)c(C)cc1Br. Reaction SMILES: [Br:6][c:7]1[c:8]([C:9](=[O:10])[OH:11])[cH:12][c:13]([Br:17])[c:14]([CH3:16])[cH:15]1.[CH3:18][OH:19].[S:1](=[O:2])(=[O:3])([OH:4])[OH:5]>>[Br:6][c:7]1[c:8]([C:9](=[O:10])[O:11][CH3:18])[cH:12][c:13]([Br:17])[c:14]([CH3:16])[cH:15]1.